Dataset: the Open Reaction Database (ORD), a public repository of structured organic reaction records. Task: describe an organic reaction: reactants, conditions, products, and yield Starting materials: C(CCCCC)S (1-hexanethiol), C(C=C)#N (acrylonitrile), C[O-].[Na+] (sodium methoxide). The product is C(CCCCC)SCCC#N (β-n-Hexylmercaptopropionitrile). RXN SMILES: [CH2:1]([SH:7])[CH2:2][CH2:3][CH2:4][CH2:5][CH3:6].[C:8](#[N:11])[CH:9]=[CH2:10].C[O-].[Na+]>>[CH2:1]([S:7][CH2:10][CH2:9][C:8]#[N:11])[CH2:2][CH2:3][CH2:4][CH2:5][CH3:6] |f:2.3|. Reported procedure: β-n-Hexylmercaptopropionitrile was prepared according to the procedure of Example 1 using 1-hexanethiol (25.0 g; 0.21 moles), acrylonitrile (11.2 g; 0.21 moles) and sodium methoxide (0.5 g). Reactants: COc1ccc2c(c1)c(CC(=O)O)c(C)n2C(=O)c1ccc(Cl)cc1, CCOCCl, Cl, [H-], [Na+], C1CCOC1. Yields the product CCOCOC(=O)Cc1c(C)n(C(=O)c2ccc(Cl)cc2)c2ccc(OC)cc12. Reaction SMILES: [Cl:1][c:2]1[cH:3][cH:4][c:5]([C:6](=[O:7])[n:8]2[c:9]([CH3:23])[c:10]([CH2:19][C:20](=[O:21])[OH:22])[c:11]3[cH:12][c:13]([O:17][CH3:18])[cH:14][cH:15][c:16]23)[cH:24][cH:25]1.[Cl:28][CH2:29][O:30][CH2:31][CH3:32].[ClH:33].[H-:26].[Na+:27].[O:34]1[CH2:35][CH2:36][CH2:37][CH2:38]1>>[Cl:1][c:2]1[cH:3][cH:4][c:5]([C:6](=[O:7])[n:8]2[c:9]([CH3:23])[c:10]([CH2:19][C:20]([O:21][CH2:29][O:30][CH2:31][CH3:32])=[O:22])[c:11]3[cH:12][c:13]([O:17][CH3:18])[cH:14][cH:15][c:16]23)[cH:24][cH:25]1. The reactants are C(C)OC(=O)N(OC(=O)OCC)CC(CP(OCC)(OCC)=O)O (diethyl 3-(N-ethoxycarbonyl-N-ethoxycarbonyloxyamino)-2-hydroxypropylphosphonate), C[Si](Br)(C)C (trimethylbromosilane), C1C(C)O1 (propylene oxide), C (charcoal). Solvent: O (water), O (water), CO (methanol), C(Cl)Cl (methylene chloride), Cl (hydrochloric acid), O (water). Reaction conditions: time 2.5 hour. The product is OC(CP(O)(O)=O)CNO (2-hydroxy-3-(N-hydroxyamino)-propylphosphonic acid). Yield: 53.4%. As a reaction SMILES: C(OC([N:6]([CH2:13][CH:14]([OH:24])[CH2:15][P:16](=[O:23])([O:20]CC)[O:17]CC)[O:7]C(OCC)=O)=O)C.C[Si](C)(C)Br.C.C1OC1C>C(Cl)Cl.O.Cl.CO>[OH:24][CH:14]([CH2:13][NH:6][OH:7])[CH2:15][P:16](=[O:17])([OH:23])[OH:20]. Reported procedure: To a solution of diethyl 3-(N-ethoxycarbonyl-N-ethoxycarbonyloxyamino)-2-hydroxypropylphosphonate (24.0 g.) in methylene chloride (50 ml.) was added dropwise trimethylbromosilane (41 ml.) under ice-cooling, whereafter the mixture was stirred for half an hour at the same temperature and then for additional 2.5 hours at ambient temperature. After the reaction was completed, the chloroform and the excess of the trimethylbromosilane was distilled off from the reaction mixture under reduced pressure ... Starting materials: ClCCOC1=C(C=CC=C1)C(C)(C)NC=1C(N(C=CN1)C=1C=C(C(=O)O)C=C(C1C)F)=O (3-[3-({1-[2-(2-chloroethoxy)phenyl]-1-methylethyl}amino)-2-oxopyrazin-1(2H)-yl]-5-fluoro-4-methylbenzoic acid), F[B-](F)(F)F.N1(N=NC2=C1C=CC=C2)OC(=[N+](C)C)N(C)C (O-(Benzotriazol-1-yl)-N,N,N′,N′-tetramethyluronium tetrafluoroborate), C(C)(C)N(C(C)C)CC (N,N-diisopropylethylamine), Cl.CON (O-methylhydroxylamine hydrochloride). Run in CN(C)C=O (DMF), O (water). Conditions: time 15 minute. Product: ClCCOC1=C(C=CC=C1)C(C)(C)NC=1C(N(C=CN1)C=1C=C(C(=O)NOC)C=C(C1C)F)=O (3-[3-({1-[2-(2-Chloroethoxy)phenyl]-1-methylethyl}amino)-2-oxopyrazin-1(2H)-yl]-5-fluoro-N-methoxy-4-methylbenzamide). Yield: 94.1%. Reaction SMILES: [Cl:1][CH2:2][CH2:3][O:4][C:5]1[CH:10]=[CH:9][CH:8]=[CH:7][C:6]=1[C:11]([NH:14][C:15]1[C:16](=[O:32])[N:17]([C:21]2[CH:22]=[C:23]([CH:27]=[C:28]([F:31])[C:29]=2[CH3:30])[C:24]([OH:26])=O)[CH:18]=[CH:19][N:20]=1)([CH3:13])[CH3:12].F[B-](F)(F)F.[N:38]1([O:47][C:48](N(C)C)=[N+](C)C)C2C=CC=CC=2N=N1.C(N(CC)C(C)C)(C)C.Cl.CON>CN(C=O)C.O>[Cl:1][CH2:2][CH2:3][O:4][C:5]1[CH:10]=[CH:9][CH:8]=[CH:7][C:6]=1[C:11]([NH:14][C:15]1[C:16](=[O:32])[N:17]([C:21]2[CH:22]=[C:23]([CH:27]=[C:28]([F:31])[C:29]=2[CH3:30])[C:24]([NH:38][O:47][CH3:48])=[O:26])[CH:18]=[CH:19][N:20]=1)([CH3:12])[CH3:13] |f:1.2,4.5|. Procedure details: To 3-[3-({1-[2-(2-chloroethoxy)phenyl]-1-methylethyl}amino)-2-oxopyrazin-1(2H)-yl]-5-fluoro-4-methylbenzoic acid (Example 316c, 0.13 g) in DMF (3 mL) was added O-(Benzotriazol-1-yl)-N,N,N′,N′-tetramethyluronium tetrafluoroborate (TBTU) (0.182 g) and N,N-diisopropylethylamine (0.148 mL). The reaction was stirred for 15 min, then O-methylhydroxylamine hydrochloride (0.047 g) was added. The reaction mixture was stirred at room temperature overnight, then diluted with water and extracted with ethyl ... Starting materials: CO, CCOC(=O)c1c(SC)cc(OC2CC2)cc1SC, [Li+], [OH-], O. Yields the product CSc1cc(OC2CC2)cc(SC)c1C(=O)O. RXN SMILES: [CH3:22][OH:23].[CH:1]1([O:4][c:5]2[cH:6][c:7]([S:18][CH3:19])[c:8]([C:9](=[O:10])[O:11][CH2:12][CH3:13])[c:14]([S:16][CH3:17])[cH:15]2)[CH2:2][CH2:3]1.[Li+:21].[OH-:20].[OH2:24]>>[CH:1]1([O:4][c:5]2[cH:6][c:7]([S:18][CH3:19])[c:8]([C:9](=[O:10])[OH:11])[c:14]([S:16][CH3:17])[cH:15]2)[CH2:2][CH2:3]1. Yields the product CCC(Oc1cccc(CNCCCO)c1)C(=O)OC(C)(C)C. Reaction SMILES: [C:25]([O:26][BH-:27]([O:28][C:29](=[O:30])[CH3:31])[O:32][C:33](=[O:34])[CH3:35])(=[O:36])[CH3:37].[CH3:39][C:40](=[O:41])[OH:42].[CH:1](=[O:2])[c:3]1[cH:4][c:5]([O:6][CH:7]([C:8](=[O:9])[O:10][C:11]([CH3:12])([CH3:13])[CH3:14])[CH2:15][CH3:16])[cH:17][cH:18][cH:19]1.[CH:48]([Cl:49])([Cl:50])[Cl:51].[NH2:20][CH2:21][CH2:22][CH2:23][OH:24].[Na+:38].[Na+:43].[OH:44][C:45](=[O:46])[O-:47]>>[CH2:1]([c:3]1[cH:4][c:5]([O:6][CH:7]([C:8](=[O:9])[O:10][C:11]([CH3:12])([CH3:13])[CH3:14])[CH2:15][CH3:16])[cH:17][cH:18][cH:19]1)[NH:20][CH2:21][CH2:22][CH2:23][OH:24]. Reactants: CC(=O)O[BH-](OC(C)=O)OC(C)=O, CC(=O)O, CCC(Oc1cccc(C=O)c1)C(=O)OC(C)(C)C, ClC(Cl)Cl, NCCCO, [Na+], [Na+], O=C([O-])O. Reported procedure: The title compound was prepared from N-hydroxy-4-trifluoromethyl-6-(4-trifluoromethyl-phenyl)-pyrimidine-2-carboxamidine (example C.2) (0.176 g, 0.5 mmol) and commercially available 6-amino-nicotinic acid (0.07 g, 0.5 mmol) according to the general procedure V. Obtained as an off-white solid (0.055 g, 24%). MS (ISP) 453.1 [(M+H)+]; mp 205° C. Isolated yield 24.0%. The reactants are ONC(=N)C1=NC(=CC(=N1)C(F)(F)F)C1=CC=C(C=C1)C(F)(F)F (N-hydroxy-4-trifluoromethyl-6-(4-trifluoromethyl-phenyl)-pyrimidine-2-carboxamidine), NC1=NC=C(C(=O)O)C=C1 (6-amino-nicotinic acid). Yields the product FC(C1=NC(=NC(=C1)C1=CC=C(C=C1)C(F)(F)F)C1=NOC(=N1)C=1C=CC(=NC1)N)(F)F (5-{3-[4-Trifluoromethyl-6-(4-trifluoromethyl-phenyl)-pyrimidin-2-yl]-[1,2,4]oxadiazol-5-yl}-pyridin-2-ylamine), solid. As a reaction SMILES: [OH:1][NH:2][C:3]([C:5]1[N:10]=[C:9]([C:11]([F:14])([F:13])[F:12])[CH:8]=[C:7]([C:15]2[CH:20]=[CH:19][C:18]([C:21]([F:24])([F:23])[F:22])=[CH:17][CH:16]=2)[N:6]=1)=[NH:4].[NH2:25][C:26]1[CH:34]=[CH:33][C:29]([C:30](O)=O)=[CH:28][N:27]=1>>[F:14][C:11]([F:12])([F:13])[C:9]1[CH:8]=[C:7]([C:15]2[CH:20]=[CH:19][C:18]([C:21]([F:24])([F:22])[F:23])=[CH:17][CH:16]=2)[N:6]=[C:5]([C:3]2[N:4]=[C:30]([C:29]3[CH:33]=[CH:34][C:26]([NH2:25])=[N:27][CH:28]=3)[O:1][N:2]=2)[N:10]=1.